Dataset: the Open Reaction Database (ORD), a public repository of structured organic reaction records. Task: describe an organic reaction: reactants, conditions, products, and yield Starting materials: CC1=C(C=CC=C1)C=NC(C)(C)C (N-[(2-methylphenyl)-methylene]-1,1-dimethylethanamine), BrCCCCCCCC1=CC=CC=C1 (1-bromo-7-phenylheptane), imine, C(C)(C)NC(C)C (diisopropylamine), C(CCC)[Li] (n-butyllithium). The solvent is O1CCCC1 (tetrahydrofuran), O1CCCC1 (tetrahydrofuran), O1CCCC1 (tetrahydrofuran), C(Cl)Cl (methylene chloride), O (water). Conditions: time 15 minute. The product is C1(=CC=CC=C1)CCCCCCCCC1=C(C=CC=C1)C=NC(C)(C)C (N-[(2-(8-phenyloctyl)phenyl)methylene]-1,1-dimethylethanamine). RXN SMILES: C(NC(C)C)(C)C.C([Li])CCC.[CH3:13][C:14]1[CH:19]=[CH:18][CH:17]=[CH:16][C:15]=1[CH:20]=[N:21][C:22]([CH3:25])([CH3:24])[CH3:23].Br[CH2:27][CH2:28][CH2:29][CH2:30][CH2:31][CH2:32][CH2:33][C:34]1[CH:39]=[CH:38][CH:37]=[CH:36][CH:35]=1>O1CCCC1.C(Cl)Cl.O>[C:34]1([CH2:33][CH2:32][CH2:31][CH2:30][CH2:29][CH2:28][CH2:27][CH2:13][C:14]2[CH:19]=[CH:18][CH:17]=[CH:16][C:15]=2[CH:20]=[N:21][C:22]([CH3:25])([CH3:24])[CH3:23])[CH:39]=[CH:38][CH:37]=[CH:36][CH:35]=1. Reported procedure: To a stirred solution of diisopropylamine (29.14 g,0.289 mol) in tetrahydrofuran (450 mL) cooled to -5° C. was added n-butyllithium (2.5M, 114.3 mL, 0.286 mol) at a rate which maintained the solution temperature below 10° C. After the addition was complete, the solution was stirred 15 min with cooling. To this solution was added N-[(2-methylphenyl)-methylene]-1,1-dimethylethanamine (50.0 g, 0.286 mol) in tetrahydrofuran (65.0 mL) at such a rate as to keep the reaction temperature below 5° C. The...